Dataset: the Open Reaction Database (ORD), a public repository of structured organic reaction records. Task: describe an organic reaction: reactants, conditions, products, and yield Reactants: [K+], NN, [OH-], O, OCCOCCOCCO, CC1(c2ccc3cc(C(=O)c4cccnc4)ccc3c2)OCCO1. Yields the product CC1(c2ccc3cc(Cc4cccnc4)ccc3c2)OCCO1. Reaction SMILES: [K+:38].[NH2:35][NH2:36].[OH-:37].[OH2:39].[OH:25][CH2:26][CH2:27][O:28][CH2:29][CH2:30][O:31][CH2:32][CH2:33][OH:34].[n:1]1[cH:2][c:3]([C:7](=[O:8])[c:9]2[cH:10][c:11]3[cH:12][cH:13][c:14]([C:19]4([CH3:24])[O:20][CH2:21][CH2:22][O:23]4)[cH:15][c:16]3[cH:17][cH:18]2)[cH:4][cH:5][cH:6]1>>[n:1]1[cH:2][c:3]([CH2:7][c:9]2[cH:10][c:11]3[cH:12][cH:13][c:14]([C:19]4([CH3:24])[O:20][CH2:21][CH2:22][O:23]4)[cH:15][c:16]3[cH:17][cH:18]2)[cH:4][cH:5][cH:6]1. Starting materials: C(CC(C)C)N (Isoamylamine), C1COS(=O)(=O)C1 (1,3-propane sultone), CC(=O)C (Acetone). Run in CC(CC)=O (2-butanone). Conditions: time 30 minute. The product is C(CC(C)C)NCCCS(=O)(=O)O (3-isoamylamino-1-propanesulfonic acid). Isolated yield 62.0%. Reaction SMILES: [CH2:1]([NH2:6])[CH2:2][CH:3]([CH3:5])[CH3:4].[CH2:7]1[CH2:13][S:10](=[O:12])(=[O:11])[O:9][CH2:8]1.CC(C)=O>CC(=O)CC>[CH2:1]([NH:6][CH2:8][CH2:7][CH2:13][S:10]([OH:12])(=[O:11])=[O:9])[CH2:2][CH:3]([CH3:5])[CH3:4]. Reported procedure: Isoamylamine (4 mL, 34.5 mmol) was added to a solution of 1,3-propane sultone (4.7 g, 38 mmol) in 2-butanone (70 mL). The mixture was warmed to reflux. After 30 minutes, the mixture was too thick to stir. Acetone (15 mL) was added. The reflux was maintained for a total of 4 hours. The suspension was cooled at room temperature. The white solid was collected by filtration, rinsed with acetone (10 mL), then with ether (10 mL). Compound CH was obtained as a very light, fluffy white solid (4.48 g, 62... Reaction SMILES: [Br:1][CH2:2][C:3]([C:5]1[CH:10]=[C:9]([S:11](=[O:14])(=[O:13])[NH2:12])[C:8]([CH3:15])=[C:7]([Cl:16])[CH:6]=1)=[O:4].[CH3:17][NH:18][C:19]([NH:21][CH3:22])=[S:20]>>[BrH:1].[Cl:16][C:7]1[CH:6]=[C:5]([C:3]2([OH:4])[CH2:2][S:20][C:19](=[N:18][CH3:17])[N:21]2[CH3:22])[CH:10]=[C:9]([S:11](=[O:14])(=[O:13])[NH2:12])[C:8]=1[CH3:15] |f:2.3|. Procedure details: 3.2 g of 2-bromo-3'-chloro-4'-methyl-5'-sulfamoyl-acetophenone were reacted according to the method described in Example 6 with 1.2 g of 1,3-dimethyl-thiourea to yield the 4-(3-chloro-4-methyl-5-sulfamoylpheny)-3-methyl-2-methylimino-1,3-thiazolidine-4-ol-hyrobromide. M.p. 160° C (decomposition). Yields the product Br.ClC=1C=C(C=C(C1C)S(N)(=O)=O)C1(N(C(SC1)=NC)C)O (4-(3-chloro-4-methyl-5-sulfamoylpheny)-3-methyl-2-methylimino-1,3-thiazolidine-4-ol-hyrobromide). Reactants: BrCC(=O)C1=CC(=C(C(=C1)S(N)(=O)=O)C)Cl (2-bromo-3'-chloro-4'-methyl-5'-sulfamoyl-acetophenone), CNC(=S)NC (1,3-dimethyl-thiourea). Starting materials: C1CCOC1, C=Cc1cccc(-c2nc(CCOc3ccc4c(c3)CCC4CC(=O)OCC)c(C)o2)c1, CCO, [Li+], [OH-], O. The product is C=Cc1cccc(-c2nc(CCOc3ccc4c(c3)CCC4CC(=O)O)c(C)o2)c1. As a reaction SMILES: [CH2:39]1[O:40][CH2:41][CH2:42][CH2:43]1.[CH3:1][c:2]1[c:3]([CH2:15][CH2:16][O:17][c:18]2[cH:19][c:20]3[c:24]([cH:25][cH:26]2)[CH:23]([CH2:27][C:28](=[O:29])[O:30][CH2:31][CH3:32])[CH2:22][CH2:21]3)[n:4][c:5](-[c:7]2[cH:8][c:9]([CH:13]=[CH2:14])[cH:10][cH:11][cH:12]2)[o:6]1.[CH3:36][CH2:37][OH:38].[Li+:34].[OH-:33].[OH2:35]>>[CH3:1][c:2]1[c:3]([CH2:15][CH2:16][O:17][c:18]2[cH:19][c:20]3[c:24]([cH:25][cH:26]2)[CH:23]([CH2:27][C:28](=[O:29])[OH:30])[CH2:22][CH2:21]3)[n:4][c:5](-[c:7]2[cH:8][c:9]([CH:13]=[CH2:14])[cH:10][cH:11][cH:12]2)[o:6]1. Starting materials: COc1ccc(N(C(=O)CBr)C(C)C)cc1, O=C([O-])[O-], CN(C)C=O, Nc1cc(F)c(F)cc1Nc1ccccc1, [K+], [K+]. The product is COc1ccc(N(C(=O)CNc2cc(F)c(F)cc2Nc2ccccc2)C(C)C)cc1. As a reaction SMILES: [Br:23][CH2:24][C:25](=[O:26])[N:27]([c:28]1[cH:29][cH:30][c:31]([O:34][CH3:35])[cH:32][cH:33]1)[CH:36]([CH3:37])[CH3:38].[C:17](=[O:18])([O-:19])[O-:20].[CH3:39][N:40]([CH3:41])[CH:42]=[O:43].[F:1][c:2]1[cH:3][c:4]([NH2:16])[c:5]([NH:9][c:10]2[cH:11][cH:12][cH:13][cH:14][cH:15]2)[cH:6][c:7]1[F:8].[K+:21].[K+:22]>>[F:1][c:2]1[cH:3][c:4]([NH:16][CH2:24][C:25](=[O:26])[N:27]([c:28]2[cH:29][cH:30][c:31]([O:34][CH3:35])[cH:32][cH:33]2)[CH:36]([CH3:37])[CH3:38])[c:5]([NH:9][c:10]2[cH:11][cH:12][cH:13][cH:14][cH:15]2)[cH:6][c:7]1[F:8]. The reactants are CC1CC(=O)CC(C)C1, N#C[K], [Na+], O, O=S([O-])O. Yields the product CC1CC(C)CC(O)(C#N)C1. RXN SMILES: [CH3:6][CH:7]1[CH2:8][C:9](=[O:14])[CH2:10][CH:11]([CH3:13])[CH2:12]1.[K:15][C:16]#[N:17].[Na+:5].[OH2:18].[S:1](=[O:2])([OH:3])[O-:4]>>[CH3:6][CH:7]1[CH2:8][C:9]([OH:14])([C:16]#[N:17])[CH2:10][CH:11]([CH3:13])[CH2:12]1. As a reaction SMILES: [CH2:1]([CH2:2][CH2:3][CH3:4])[c:5]1[c:6]([CH2:22][c:23]2[cH:24][cH:25][c:26](-[c:29]3[c:30]([C:35]#[N:36])[cH:31][cH:32][cH:33][cH:34]3)[cH:27][cH:28]2)[c:7](=[O:21])[n:8]([CH:14]2[CH2:15][CH2:16][CH:17]([OH:20])[CH2:18][CH2:19]2)[c:9]2[n:10]1[n:11][cH:12][n:13]2.[CH3:37][I:38].[CH3:39][N:40]([CH3:41])[CH:42]=[O:43].[CH3:46][CH2:47][O:48][C:49](=[O:50])[CH3:51].[H-:44].[Na+:45]>>[CH2:1]([CH2:2][CH2:3][CH3:4])[c:5]1[c:6]([CH2:22][c:23]2[cH:24][cH:25][c:26](-[c:29]3[c:30]([C:35]#[N:36])[cH:31][cH:32][cH:33][cH:34]3)[cH:27][cH:28]2)[c:7](=[O:21])[n:8]([CH:14]2[CH2:15][CH2:16][CH:17]([O:20][CH3:39])[CH2:18][CH2:19]2)[c:9]2[n:10]1[n:11][cH:12][n:13]2. Product: CCCCc1c(Cc2ccc(-c3ccccc3C#N)cc2)c(=O)n(C2CCC(OC)CC2)c2ncnn12. Starting materials: CCCCc1c(Cc2ccc(-c3ccccc3C#N)cc2)c(=O)n(C2CCC(O)CC2)c2ncnn12, CI, CN(C)C=O, CCOC(C)=O, [H-], [Na+].